From a dataset of the Open Reaction Database (ORD), a public repository of structured organic reaction records. describe an organic reaction: reactants, conditions, products, and yield The reactants are FC(C=1C=C(C=C(C1)C(F)(F)F)[C@@H](C)O[C@@H]1[C@H]([C@H]2[C@@H](CNC2)CO1)C1=C(C=CC=C1)C)(F)F ((3aS,6R,7R,7aR)-6-{(1R)-1-[3,5-bis(trifluoromethyl)phenyl]ethoxy}-7-(2-methylphenyl)octahydropyrano[3,4-c]pyrrole), C(C)(=O)OC(C)=O (acetic anhydride). Yields the product C(C)(=O)N1C[C@@H]2[C@@H](C1)[C@@H]([C@H](OC2)O[C@H](C)C2=CC(=CC(=C2)C(F)(F)F)C(F)(F)F)C2=C(C=CC=C2)C ((3aS,6R,7R,7aR)-2-Acetyl-6-{(1R)-1-[3,5-bis(trifluoromethyl)phenyl]ethoxy}-7-(2-methylphenyl)octahydropyrano[3,4-c]pyrrole). RXN SMILES: [F:1][C:2]([F:33])([F:32])[C:3]1[CH:4]=[C:5]([C@H:13]([O:15][C@H:16]2[O:24][CH2:23][C@@H:19]3[CH2:20][NH:21][CH2:22][C@H:18]3[C@@H:17]2[C:25]2[CH:30]=[CH:29][CH:28]=[CH:27][C:26]=2[CH3:31])[CH3:14])[CH:6]=[C:7]([C:9]([F:12])([F:11])[F:10])[CH:8]=1.[C:34](OC(=O)C)(=[O:36])[CH3:35]>>[C:34]([N:21]1[CH2:22][C@H:18]2[C@H:17]([C:25]3[CH:30]=[CH:29][CH:28]=[CH:27][C:26]=3[CH3:31])[C@@H:16]([O:15][C@@H:13]([C:5]3[CH:6]=[C:7]([C:9]([F:10])([F:11])[F:12])[CH:8]=[C:3]([C:2]([F:1])([F:32])[F:33])[CH:4]=3)[CH3:14])[O:24][CH2:23][C@@H:19]2[CH2:20]1)(=[O:36])[CH3:35]. Reported procedure: The title compound was prepared from (3aS,6R,7R,7aR)-6-{(1R)-1-[3,5-bis(trifluoromethyl)phenyl]ethoxy}-7-(2-methylphenyl)octahydropyrano[3,4-c]pyrrole and acetic anhydride according to the procedures used for example 19. MS: (MH)+516. Starting materials: C1CCOC1 (THF), C(CC)(=O)OC (methyl propionate), BrC1=CC2=C(N=C(S2)Cl)C=C1 (6-bromo-2-chlorobenzo[d]thiazole), C[Si](C)(C)[N-][Si](C)(C)C.[Na+] (NaHMDS). Run in C1(=CC=CC=C1)C (toluene). Reaction conditions: time 10 minute. The product is BrC1=CC2=C(N=C(S2)C(C(=O)OC)C)C=C1 (Methyl 2-(6-bromobenzo[d]thiazol-2-yl)propanoate). The yield is 74.0%. Reaction SMILES: [C:1]([O:5][CH3:6])(=[O:4])[CH2:2][CH3:3].[Br:7][C:8]1[CH:17]=[CH:16][C:11]2[N:12]=[C:13](Cl)[S:14][C:10]=2[CH:9]=1.C[Si]([N-][Si](C)(C)C)(C)C.[Na+].C1COCC1>C1(C)C=CC=CC=1>[Br:7][C:8]1[CH:17]=[CH:16][C:11]2[N:12]=[C:13]([CH:2]([CH3:3])[C:1]([O:5][CH3:6])=[O:4])[S:14][C:10]=2[CH:9]=1 |f:2.3|. Reported procedure: To a solution of methyl propionate (0.088 mL, 0.89 mmol) and 6-bromo-2-chlorobenzo[d]thiazole (221 mg, 0.89 mmol) in degassed toluene (5 mL) at brine/ice bath temperature was slowly added 1.0 M NaHMDS in THF (2.22 mL, 2.22 mmol). After the addition was complete, the reaction was stirred for 10 min. The mixture was then quenched with satd. NH4Cl (15 mL) then extracted with EtOAc (2×20 mL). The organic extracts were dried over Na2SO4, filtered and concentrated in vacuo. The residue was purified by... The reactants are C[Mg]Cl (methylmagnesium chloride), CN1C(NC(C=2N(C=NC12)C)=O)=O (3,7-dimethylxanthine), ClCCCCC(C)(C)O (1-chloro-5-hydroxy-5-methylhexane), [Br-] (bromide), CN1C(N(C(C=2N(C=NC12)C)=O)CCCCC(C)=O)=O (3,7-dimethyl-1-(5-oxohexyl)-xanthine), C(C1=CC=CC=C1)N1C=NC=2N(C(NC(C12)=O)=O)C (7-Benzyl-3-methylxanthine). Product: OC(CCCCN1C(=O)N(C=2N=CN(C2C1=O)C)C)(C)C (1-(5-Hydroxy-5-methylhexyl)-3,7-dimethylxanthine). Reaction SMILES: [CH3:1][N:2]1[C:10]2[N:9]=[CH:8][N:7]([CH3:11])[C:6]=2[C:5](=[O:12])[NH:4][C:3]1=[O:13].Cl[CH2:15][CH2:16][CH2:17][CH2:18][C:19]([OH:22])([CH3:21])[CH3:20].CN1C2N=CN(C)C=2C(=O)N(CCCCC(=O)C)C1=O.C[Mg]Cl.[Br-].C(N1C2C(=O)NC(=O)N(C)C=2N=C1)C1C=CC=CC=1>>[OH:22][C:19]([CH3:21])([CH3:20])[CH2:18][CH2:17][CH2:16][CH2:15][N:4]1[C:5](=[O:12])[C:6]2[N:7]([CH3:11])[CH:8]=[N:9][C:10]=2[N:2]([CH3:1])[C:3]1=[O:13]. Reported procedure: Alternatively, it was possible, inter alia, to prepare the compound from 3,7-dimethylxanthine and 1-chloro-5-hydroxy-5-methylhexane analogously to Example 2 or 4, from 3,7-dimethyl-1-(5-oxohexyl)-xanthine and methylmagnesium chloride or bromide analogously to Example 9, and from the compound of Example 6 and a methylating agent analogously to Example 3. Reactants: O=C([O-])[O-], CN(C)C=O, ClC(Cl)=CCOc1cc(Cl)c(OCCCBr)c(Cl)c1, [K+], [K+], O, O=C(O)Cc1ccc(Cl)cc1. Yields the product O=C(Cc1ccc(Cl)cc1)OCCCOc1c(Cl)cc(OCC=C(Cl)Cl)cc1Cl. Reaction SMILES: [C:31](=[O:32])([O-:33])[O-:34].[CH3:37][N:38]([CH3:39])[CH:40]=[O:41].[Cl:1][c:2]1[cH:3][c:4]([O:14][CH2:15][CH:16]=[C:17]([Cl:18])[Cl:19])[cH:5][c:6]([Cl:13])[c:7]1[O:8][CH2:9][CH2:10][CH2:11][Br:12].[K+:35].[K+:36].[OH2:42].[OH:20][C:21](=[O:22])[CH2:23][c:24]1[cH:25][cH:26][c:27]([Cl:28])[cH:29][cH:30]1>>[Cl:1][c:2]1[cH:3][c:4]([O:14][CH2:15][CH:16]=[C:17]([Cl:18])[Cl:19])[cH:5][c:6]([Cl:13])[c:7]1[O:8][CH2:9][CH2:10][CH2:11][O:22][C:21](=[O:20])[CH2:23][c:24]1[cH:25][cH:26][c:27]([Cl:28])[cH:29][cH:30]1.